This data is from the Open Reaction Database (ORD), a public repository of structured organic reaction records. The task is: describe an organic reaction: reactants, conditions, products, and yield Starting materials: Cc1ccccc1, O=C=Nc1cc(Cl)cc(Cl)c1, Nc1ccc(Cl)cc1-c1nnn[nH]1. Yields the product O=C(Nc1cc(Cl)cc(Cl)c1)Nc1ccc(Cl)cc1-c1nnn[nH]1. As a reaction SMILES: [CH3:25][c:26]1[cH:27][cH:28][cH:29][cH:30][cH:31]1.[Cl:14][c:15]1[cH:16][c:17]([N:22]=[C:23]=[O:24])[cH:18][c:19]([Cl:21])[cH:20]1.[Cl:1][c:2]1[cH:3][c:4](-[c:9]2[n:10][n:11][n:12][nH:13]2)[c:5]([NH2:8])[cH:6][cH:7]1>>[Cl:1][c:2]1[cH:3][c:4](-[c:9]2[n:10][n:11][n:12][nH:13]2)[c:5]([NH:8][C:23]([NH:22][c:17]2[cH:16][c:15]([Cl:14])[cH:20][c:19]([Cl:21])[cH:18]2)=[O:24])[cH:6][cH:7]1. The reactants are O[C@@H]1[C@H](O)[C@@H](O)[C@H](O[C@H]2[C@H](O)[C@@H](O)[C@@H](O)[C@H](O2)CO)[C@H](O1)CO (α-Lactose), C(C1=CC=CC=C1)(=O)Cl (benzoyl chloride). Run in N1=CC=CC=C1 (pyridine). Run at temperature 0 celsius, time 8 hour. Yields the product C(C1=CC=CC=C1)(=O)O[C@@H]1[C@H](OC(C2=CC=CC=C2)=O)[C@@H](OC(C2=CC=CC=C2)=O)[C@H](O[C@H]2[C@H](OC(C3=CC=CC=C3)=O)[C@@H](OC(C3=CC=CC=C3)=O)[C@@H](OC(C3=CC=CC=C3)=O)[C@H](O2)COC(C2=CC=CC=C2)=O)[C@H](O1)COC(C1=CC=CC=C1)=O (octa-O-benzoyl-α-lactose). The yield is 95.9%. Reaction SMILES: [OH:1][C@H:2]1[O:21][C@H:20]([CH2:22][OH:23])[C@@H:7]([O:8][C@@H:9]2[O:17][C@H:16]([CH2:18][OH:19])[C@H:14]([OH:15])[C@H:12]([OH:13])[C@H:10]2[OH:11])[C@H:5]([OH:6])[C@H:3]1[OH:4].[C:24](Cl)(=[O:31])[C:25]1[CH:30]=[CH:29][CH:28]=[CH:27][CH:26]=1>N1C=CC=CC=1>[C:24]([O:1][C@H:2]1[O:21][C@H:20]([CH2:22][O:23][C:24](=[O:31])[C:25]2[CH:30]=[CH:29][CH:28]=[CH:27][CH:26]=2)[C@@H:7]([O:8][C@@H:9]2[O:17][C@H:16]([CH2:18][O:19][C:24](=[O:31])[C:25]3[CH:30]=[CH:29][CH:28]=[CH:27][CH:26]=3)[C@H:14]([O:15][C:24](=[O:31])[C:25]3[CH:30]=[CH:29][CH:28]=[CH:27][CH:26]=3)[C@H:12]([O:13][C:24](=[O:31])[C:25]3[CH:30]=[CH:29][CH:28]=[CH:27][CH:26]=3)[C@H:10]2[O:11][C:24](=[O:31])[C:25]2[CH:30]=[CH:29][CH:28]=[CH:27][CH:26]=2)[C@H:5]([O:6][C:24](=[O:31])[C:25]2[CH:30]=[CH:29][CH:28]=[CH:27][CH:26]=2)[C@H:3]1[O:4][C:24](=[O:31])[C:25]1[CH:30]=[CH:29][CH:28]=[CH:27][CH:26]=1)(=[O:31])[C:25]1[CH:30]=[CH:29][CH:28]=[CH:27][CH:26]=1. Procedure details: α-Lactose (2.3 g, 6.38 mmol) was dissolved in 30 ml of anhydrous pyridine, benzoyl chloride (8.9 ml, 76.6 mmol) was added thereto at 0° C., and the mixture was stirred for 8 hrs at room temperature. After the reaction was completed, the reaction mixture was extracted with ethyl acetate, and successively washed with 1 N HCl, saturated NaHCO3 and brine. The extract was dried over MgSO4, concentrated under a reduced pressure, and purified by column chromatography (ethyl acetate:n-hexane=1:3), to ob... The reactants are ClC=1C=C(C=CC1F)NC(C)C=1C=C(C=C2C(C=C(OC12)N1CCOCC1)=O)C(=O)O (8-(1-(3-chloro-4-fluorophenylamino)ethyl)-2-morpholino-4-oxo-4H-chromene-6-carboxylic acid), N1CCC(CC1)O (piperidin-4-ol). Yields the product ClC=1C=C(C=CC1F)NC(C)C=1C=C(C=C2C(C=C(OC12)N1CCOCC1)=O)C(=O)N1CCC(CC1)O (8-(1-(3-chloro-4-fluorophenylamino)ethyl)-6-(4-hydroxypiperidine-1-carbonyl)-2-morpholino-4H-chromen-4-one). The yield is 74.1%. Reaction SMILES: [Cl:1][C:2]1[CH:3]=[C:4]([NH:9][CH:10]([C:12]2[CH:13]=[C:14]([C:29](O)=[O:30])[CH:15]=[C:16]3[C:21]=2[O:20][C:19]([N:22]2[CH2:27][CH2:26][O:25][CH2:24][CH2:23]2)=[CH:18][C:17]3=[O:28])[CH3:11])[CH:5]=[CH:6][C:7]=1[F:8].[NH:32]1[CH2:37][CH2:36][CH:35]([OH:38])[CH2:34][CH2:33]1>>[Cl:1][C:2]1[CH:3]=[C:4]([NH:9][CH:10]([C:12]2[CH:13]=[C:14]([C:29]([N:32]3[CH2:37][CH2:36][CH:35]([OH:38])[CH2:34][CH2:33]3)=[O:30])[CH:15]=[C:16]3[C:21]=2[O:20][C:19]([N:22]2[CH2:23][CH2:24][O:25][CH2:26][CH2:27]2)=[CH:18][C:17]3=[O:28])[CH3:11])[CH:5]=[CH:6][C:7]=1[F:8]. Procedure: 8-(1-(3-chloro-4-fluorophenylamino)ethyl)-2-morpholino-4-oxo-4H-chromene-6-carboxylic acid (125 mg, 0.28 mmol) was reacted with piperidin-4-ol (34.0 mg, 0.34 mmol) using a procedure similar to the one described in Example 2.00 to afford 8-(1-(3-chloro-4-fluorophenylamino)ethyl)-6-(4-hydroxypiperidine-1-carbonyl)-2-morpholino-4H-chromen-4-one (110 mg, 74.2%) as a white solid. Mass Spectrum: M+H+ 530. NMR Spectrum: (DMSOd6) at 323° K: 1.24 (bs, 2H), 1.51 (d, 3H), 2.99 (bs, 2H), 3.30 (bs, 2H), 3.37...